Dataset: the Open Reaction Database (ORD), a public repository of structured organic reaction records. Task: describe an organic reaction: reactants, conditions, products, and yield Reactants: C(C=C)N(CC=C)CC1=NC(=NO1)C=1N=CN2C1[C@H]1N(C(C3=C2C=CC=C3Cl)=O)CC1 ((S)-1-(5-diallylaminomethyl-1,2,4-oxadiazol-3-yl)-8-chloro-12,12a-dihydro-9H,11H-azeto[2,1-c]imidazo[1,5-a][1,4]benzodiazepin-9-one), ClCC1=NC(=NO1)C=1N=CN2C1C1N(C(C3=C2C=CC(=C3)F)=O)CC1 (1-(5-chloromethyl-1,2,4-oxadiazol-3-yl)-7-fluoro-12,12a-dihydro-9H,11H-azeto[2,1-c]imidazo[1,5-a][1,4]benzodiazepin-9-one), C(CC)NCCC (dipropylamine). Run in CN(C=O)C (N,N-dimethylformamide). The product is C(CC)N(CCC)CC1=NC(=NO1)C=1N=CN2C1[C@H]1N(C(C3=C2C=CC(=C3)F)=O)CC1 ((S)-1-(5-dipropylaminomethyl-1,2,4-oxadiazol-3-yl)-7-fluoro-12,12a-dihydro-9H,11H-azeto[2,1-c]imidazo[1,5-a][1,4]benzodiazepin-9-one). Yield: 85.0%. RXN SMILES: [CH2:1]([N:4]([CH2:8][C:9]1[O:13][N:12]=[C:11]([C:14]2[N:15]=[CH:16][N:17]3[C:23]4[CH:24]=[CH:25][CH:26]=[C:27](Cl)[C:22]=4[C:21](=[O:29])[N:20]4[CH2:30][CH2:31][C@H:19]4[C:18]=23)[N:10]=1)[CH2:5][CH:6]=[CH2:7])[CH:2]=[CH2:3].ClCC1ON=C(C2N=CN3C4C=CC([F:53])=CC=4C(=O)N4CCC4C=23)N=1.C(NCCC)CC>CN(C)C=O>[CH2:1]([N:4]([CH2:8][C:9]1[O:13][N:12]=[C:11]([C:14]2[N:15]=[CH:16][N:17]3[C:23]4[CH:24]=[CH:25][C:26]([F:53])=[CH:27][C:22]=4[C:21](=[O:29])[N:20]4[CH2:30][CH2:31][C@H:19]4[C:18]=23)[N:10]=1)[CH2:5][CH2:6][CH3:7])[CH2:2][CH3:3]. Procedure: 1.8 g (5 mmol) of (S) 1-(5-chloromethyl-1,2,4-oxadiazol-3-yl)-7-fluoro-12,12a-dihydro-9H,11H-azeto[2,1-c]imidazo[1,5-a][1,4]benzodiazepin-9-one were stirred at room temperature overnight with mmol) of dipropylamine and 20 ml of N,N-dimethylformamide. By evaporation of the solvent and chromatography of the residue on silica gel while eluting with ethyl acetate there were obtained 1.8 g (85%) of (S)-1-(5-dipropylaminomethyl-1,2,4-oxadiazol-3-yl)-7-fluoro-12,12a-dihydro-9H,11H-azeto[2,1-c]imidazo[1...